The task is: describe an organic reaction: reactants, conditions, products, and yield. This data is from the Open Reaction Database (ORD), a public repository of structured organic reaction records. Reactants: CC(CN1C(N(C2=NC(=CC=C21)\C=C\C)C)=O)(C)C (1-(2,2-Dimethylpropyl)-3-methyl-5-[(1E)-prop-1-en-1-yl]-1,3-dihydro-2H-imidazo[4,5-b]pyridin-2-one), [N+](=[N-])=CC(=O)OCC (Ethyl diazoacetate). Solvent: C1(=CC=CC=C1)C (toluene). Run at temperature 100 celsius. Product: CC(CN1C(N(C2=NC(=CC=C21)C2C(C2C)C(=O)OCC)C)=O)(C)C (Ethyl 2-[1-(2,2-dimethylpropyl)-3-methyl-2-oxo-2,3-dihydro-1H-imidazo[4,5-b]pyridin-5-yl]-3-methylcyclopropanecarboxylate). RXN SMILES: [CH3:1][C:2]([CH3:19])([CH3:18])[CH2:3][N:4]1[C:12]2[C:7](=[N:8][C:9](/[CH:13]=[CH:14]/[CH3:15])=[CH:10][CH:11]=2)[N:6]([CH3:16])[C:5]1=[O:17].[N+](=[CH:22][C:23]([O:25][CH2:26][CH3:27])=[O:24])=[N-]>C1(C)C=CC=CC=1>[CH3:18][C:2]([CH3:1])([CH3:19])[CH2:3][N:4]1[C:12]2[C:7](=[N:8][C:9]([CH:13]3[CH:14]([CH3:15])[CH:22]3[C:23]([O:25][CH2:26][CH3:27])=[O:24])=[CH:10][CH:11]=2)[N:6]([CH3:16])[C:5]1=[O:17]. Procedure: 1-(2,2-Dimethylpropyl)-3-methyl-5-[(1E)-prop-1-en-1-yl]-1,3-dihydro-2H-imidazo[4,5-b]pyridin-2-one (33-1, 600 mg, 2.3 mmol, 1.0 equiv) was added to anhydrous toluene (4.8 mL). Ethyl diazoacetate (720 μL, 6.9 mmol, 3.0 equiv) was added and the resulting solution was heated to 100° C. for 18 h. Following this duration, LCMS showed complete consumption of 33-1. The reaction mixture was diluted with ethyl acetate (50 mL) and saturated NaHCO3 (25 mL). The layers were separated and the aqueous layer w...